Dataset: the Open Reaction Database (ORD), a public repository of structured organic reaction records. Task: describe an organic reaction: reactants, conditions, products, and yield The reactants are Br, CC(Nc1nccc(-n2cnc3ccccc32)n1)C1CCCN(C(=O)OCc2ccccc2)C1, CC(=O)O, ClCCl. Product: CC(Nc1nccc(-n2cnc3ccccc32)n1)C1CCCNC1. As a reaction SMILES: [BrH:35].[CH2:1]([O:2][C:3](=[O:4])[N:11]1[CH2:12][CH:13]([CH:17]([CH3:18])[NH:19][c:20]2[n:21][cH:22][cH:23][c:24](-[n:26]3[cH:27][n:28][c:29]4[c:30]3[cH:31][cH:32][cH:33][cH:34]4)[n:25]2)[CH2:14][CH2:15][CH2:16]1)[c:5]1[cH:6][cH:7][cH:8][cH:9][cH:10]1.[CH3:39][C:40](=[O:41])[OH:42].[Cl:36][CH2:37][Cl:38]>>[NH:11]1[CH2:12][CH:13]([CH:17]([CH3:18])[NH:19][c:20]2[n:21][cH:22][cH:23][c:24](-[n:26]3[cH:27][n:28][c:29]4[c:30]3[cH:31][cH:32][cH:33][cH:34]4)[n:25]2)[CH2:14][CH2:15][CH2:16]1. Isolated yield 72.0%. Reported procedure: 2-[2-(9-Acetyl-6,7,8,9-tetrahydro-5-oxa-9-aza-benzocyclohepten-2-ylamino)-5-chloro-pyrimidin-4-ylamino]-3-fluoro-N-methyl-5-(1-methyl-1H-pyrazol-4-yl)-benzamide was prepared from 1-(2-amino-7,8-dihydro-6H-5-oxa-9-aza-benzocyclohepten-9-yl)-ethanone and 2-(2,5-dichloro-pyrimidin-4-ylamino)-3-fluoro-N-methyl-5-(1-methyl-1H-pyrazol-4-yl)-benzamide in an analogous manner to Example 1410. Product isolated as a pale yellow solid (140 mg, 72%). m.p.=172-177° C.; LCMS (m/e) 565 (M+H); 1H-NMR (CDCl3, 400... Product: C(C)(=O)N1CCCOC2=C1C=C(C=C2)NC2=NC=C(C(=N2)NC2=C(C(=O)NC)C=C(C=C2F)C=2C=NN(C2)C)Cl (2-[2-(9-Acetyl-6,7,8,9-tetrahydro-5-oxa-9-aza-benzocyclohepten-2-ylamino)-5-chloro-pyrimidin-4-ylamino]-3-fluoro-N-methyl-5-(1-methyl-1H-pyrazol-4-yl)-benzamide), solid. As a reaction SMILES: [NH2:1][C:2]1[CH:3]=[CH:4][C:5]2[O:11][CH2:10][CH2:9][CH2:8][N:7]([C:12](=[O:14])[CH3:13])[C:6]=2[CH:15]=1.Cl[C:17]1[N:22]=[C:21]([NH:23][C:24]2[C:33]([F:34])=[CH:32][C:31]([C:35]3[CH:36]=[N:37][N:38]([CH3:40])[CH:39]=3)=[CH:30][C:25]=2[C:26]([NH:28][CH3:29])=[O:27])[C:20]([Cl:41])=[CH:19][N:18]=1>>[C:12]([N:7]1[C:6]2[CH:15]=[C:2]([NH:1][C:17]3[N:22]=[C:21]([NH:23][C:24]4[C:33]([F:34])=[CH:32][C:31]([C:35]5[CH:36]=[N:37][N:38]([CH3:40])[CH:39]=5)=[CH:30][C:25]=4[C:26]([NH:28][CH3:29])=[O:27])[C:20]([Cl:41])=[CH:19][N:18]=3)[CH:3]=[CH:4][C:5]=2[O:11][CH2:10][CH2:9][CH2:8]1)(=[O:14])[CH3:13]. The reactants are NC=1C=CC2=C(N(CCCO2)C(C)=O)C1 (1-(2-amino-7,8-dihydro-6H-5-oxa-9-aza-benzocyclohepten-9-yl)-ethanone), ClC1=NC=C(C(=N1)NC1=C(C(=O)NC)C=C(C=C1F)C=1C=NN(C1)C)Cl (2-(2,5-dichloro-pyrimidin-4-ylamino)-3-fluoro-N-methyl-5-(1-methyl-1H-pyrazol-4-yl)-benzamide). Starting materials: NC[C@@H]1CC(NC1)=O ((S)-4-(aminomethyl)pyrrolidin-2-one), ClC1=C2C=CC=NC2=CC(=N1)C1=CC(=C(C=C1)OC(C)C)F (5-chloro-7-(3-fluoro-4-isopropoxy-phenyl)-[1,6]-naphthyridine), O (Water). Run in CC(=O)N(C)C (dimethylacetamide), CC(=O)N(C)C (dimethylacetamide). Run at temperature 100 celsius. The product is FC=1C=C(C=CC1OC(C)C)C1=NC(=C2C=CC=NC2=C1)OC[C@@H]1CC(NC1)=O ((R)-4-[7-(3-Fluoro-4-isopropoxy-phenyl)-[1,6]naphthyridine-5-yloxymethyl]-pyrrolidine-2-one). Reaction SMILES: N[CH2:2][C@H:3]1[CH2:7][NH:6][C:5](=[O:8])[CH2:4]1.Cl[C:10]1[N:19]=[C:18]([C:20]2[CH:25]=[CH:24][C:23]([O:26][CH:27]([CH3:29])[CH3:28])=[C:22]([F:30])[CH:21]=2)[CH:17]=[C:16]2[C:11]=1[CH:12]=[CH:13][CH:14]=[N:15]2.[OH2:31]>CC(N(C)C)=O>[F:30][C:22]1[CH:21]=[C:20]([C:18]2[CH:17]=[C:16]3[C:11]([CH:12]=[CH:13][CH:14]=[N:15]3)=[C:10]([O:31][CH2:2][C@H:3]3[CH2:7][NH:6][C:5](=[O:8])[CH2:4]3)[N:19]=2)[CH:25]=[CH:24][C:23]=1[O:26][CH:27]([CH3:29])[CH3:28]. Procedure: 224 mg (R)-4-Hydroxymethyl-pyrrolidine-2-one (2.2) was placed in 1.5 mL of dimethylacetamide at ambient temperature under nitrogen. The reaction was stirred for 10 min before 5-chloro-7-(3-fluoro-4-isopropoxy-phenyl)-[1,6]-naphthyridine (6.41) as a solution in 3 mL dimethylacetamide was introduced. The reaction was heated to 100° C. for 3 h and then cooled to ambient temperature. Water was added and the mixture was extracted with ethyl acetate (×3). The combined organic fractions were dried over... Starting materials: C1CCC2=CC(=CC=C12)SC=1C2=C(N=CN1)N=CC=C2 (4-(5-indanylthio)-pyrido[2,3-d]pyrimidine), NC=1C=C2CCCC2=CC1 (5-aminoindan). Solvent: O (water). Conditions: temperature 130 celsius. Yields the product C1CCC2=CC(=CC=C12)NC=1C2=C(N=CN1)N=CC=C2 (4-(5-indanylamino)-pyrido[2,3-d]pyrimidine). Isolated yield 40.0%. RXN SMILES: C1C2C(=CC(S[C:11]3[C:12]4[CH:20]=[CH:19][CH:18]=[N:17][C:13]=4[N:14]=[CH:15][N:16]=3)=CC=2)CC1.[NH2:21][C:22]1[CH:23]=[C:24]2[C:28](=[CH:29][CH:30]=1)[CH2:27][CH2:26][CH2:25]2>O>[CH2:27]1[C:28]2[C:24](=[CH:23][C:22]([NH:21][C:11]3[C:12]4[CH:20]=[CH:19][CH:18]=[N:17][C:13]=4[N:14]=[CH:15][N:16]=3)=[CH:30][CH:29]=2)[CH2:25][CH2:26]1. Procedure details: A suspension of 4-(5-indanylthio)-pyrido[2,3-d]pyrimidine (2.79 g, 10 mM) and 5-aminoindan (3.996 g, 30 mM) in water (100 ml) is heated in a sealed tube at 130° C. for 20 h. Then the water is evaporated under vacuum and the residue chromatographed on silica gel by using dichloromethane/methanol mixtures as eluant. Thus almost pure title compound is obtained in about 40% yield. Starting materials: COC(C(CC=1SC=CC1)(OC1=CC=CC=C1)C)=O (2-methyl-2-phenoxy-3-thiophen-2-yl-propionic acid methyl ester), solution, C(C(=O)Cl)(=O)Cl (oxalyl chloride), Cl[Sn](Cl)(Cl)Cl (SnCl4), CC1=C(N=C(O1)C1=CC=CC=C1)CCC(=O)O (3-(5-methyl-2-phenyl-oxazol-4-yl)-propionic acid), Cl[Sn](Cl)(Cl)Cl (SnCl4). Run in C(Cl)Cl (CH2Cl2), CN(C)C=O (DMF), CCCCCC (hexane), C(Cl)Cl (CH2Cl2), CCOC(=O)C (EtOAc), C(Cl)Cl (CH2Cl2). Run at time 24 hour. Product: COC(C(CC=1SC(=CC1)C(CCC=1N=C(OC1C)C1=CC=CC=C1)=O)(OC1=CC=CC=C1)C)=O (2-Methyl-3-{5-[3-(5-methyl-2-phenyl-oxazol-4-yl)-propionyl]-thiophen-2-yl}-2-phenoxy-propionic acid methyl ester). The yield is 29.4%. As a reaction SMILES: [CH3:1][C:2]1[O:6][C:5]([C:7]2[CH:12]=[CH:11][CH:10]=[CH:9][CH:8]=2)=[N:4][C:3]=1[CH2:13][CH2:14][C:15]([OH:17])=O.C(Cl)(=O)C(Cl)=O.[CH3:24][O:25][C:26](=[O:42])[C:27]([CH3:41])([O:34][C:35]1[CH:40]=[CH:39][CH:38]=[CH:37][CH:36]=1)[CH2:28][C:29]1[S:30][CH:31]=[CH:32][CH:33]=1.Cl[Sn](Cl)(Cl)Cl>C(Cl)Cl.CCCCCC.CCOC(C)=O.CN(C=O)C>[CH3:24][O:25][C:26](=[O:42])[C:27]([CH3:41])([O:34][C:35]1[CH:36]=[CH:37][CH:38]=[CH:39][CH:40]=1)[CH2:28][C:29]1[S:30][C:31]([C:15](=[O:17])[CH2:14][CH2:13][C:3]2[N:4]=[C:5]([C:7]3[CH:8]=[CH:9][CH:10]=[CH:11][CH:12]=3)[O:6][C:2]=2[CH3:1])=[CH:32][CH:33]=1. Reported procedure: A sample of 3-(5-methyl-2-phenyl-oxazol-4-yl)-propionic acid (2.27 g, 9.82 mmol) was dissolved in anhydrous CH2Cl2 (20 mL) followed by addition of a catalytic amount of DMF (0.72 mL) and slow addition of a 2 M solution of oxalyl chloride (7.36 mL). The reaction mixture was stirred at room temperature for 24 h under N2. The solvent was removed in vacuo to provide crude acid chloride which was then dissolved in 10 mL anhydrous CH2Cl2 and then added to a flask containing 2-methyl-2-phenoxy-3-thioph... The reactants are OCC1=C(C=CC=C1C)NC(OCC(=O)OC)=O (Methoxycarbonylmethyl (2-hydroxymethyl-3-methylphenyl)carbamate), S(=O)(Cl)Cl (thionyl chloride). The solvent is ClCCl (dichloromethane). Reaction conditions: time 1 hour. Yields the product ClCC1=C(C=CC=C1C)NC(OCC(=O)OC)=O (Methoxycarbonylmethyl (2-chloromethyl-3-methylphenyl)carbamate). Isolated yield 96.0%. Reaction SMILES: O[CH2:2][C:3]1[C:8]([CH3:9])=[CH:7][CH:6]=[CH:5][C:4]=1[NH:10][C:11](=[O:18])[O:12][CH2:13][C:14]([O:16][CH3:17])=[O:15].S(Cl)([Cl:21])=O>ClCCl>[Cl:21][CH2:2][C:3]1[C:8]([CH3:9])=[CH:7][CH:6]=[CH:5][C:4]=1[NH:10][C:11](=[O:18])[O:12][CH2:13][C:14]([O:16][CH3:17])=[O:15]. Procedure: Methoxycarbonylmethyl (2-hydroxymethyl-3-methylphenyl)carbamate (6.8 g) is introduced in dichloromethane (60 ml) and treated dropwise with thionyl chloride (3.4 ml). The mixture is then stirred at RT for a further 1 h. The solvent is then distilled off and the residue is treated 2 times with dichloromethane (50 ml each) and the mixture is in each case concentrated again on a rotary evaporator. 7 g (96%) of the title compound of m.p. 114-116° C. are obtained.